From a dataset of the Open Reaction Database (ORD), a public repository of structured organic reaction records. describe an organic reaction: reactants, conditions, products, and yield Starting materials: O=Cc1ccc(B(O)O)cc1, Clc1nc2cccnc2cc1-c1ccccc1, [F-], [K+], C1COCCO1. Product: O=Cc1ccc(-c2nc3cccnc3cc2-c2ccccc2)cc1. As a reaction SMILES: [CH:18](=[O:19])[c:20]1[cH:21][cH:22][c:23]([B:26]([OH:27])[OH:28])[cH:24][cH:25]1.[Cl:1][c:2]1[n:3][c:4]2[cH:5][cH:6][cH:7][n:8][c:9]2[cH:10][c:11]1-[c:12]1[cH:13][cH:14][cH:15][cH:16][cH:17]1.[F-:29].[K+:30].[O:31]1[CH2:32][CH2:33][O:34][CH2:35][CH2:36]1>>[c:2]1(-[c:23]2[cH:22][cH:21][c:20]([CH:18]=[O:19])[cH:25][cH:24]2)[n:3][c:4]2[cH:5][cH:6][cH:7][n:8][c:9]2[cH:10][c:11]1-[c:12]1[cH:13][cH:14][cH:15][cH:16][cH:17]1.